Dataset: the Open Reaction Database (ORD), a public repository of structured organic reaction records. Task: describe an organic reaction: reactants, conditions, products, and yield The reactants are BrB(Br)Br, O=C([O-])[O-], Cc1ccc2occc2c1, ClCCl, [Na+], [Na+]. The product is Oc1ccc2occc2c1. RXN SMILES: [B:11]([Br:12])([Br:13])[Br:14].[C:15]([O-:16])(=[O:17])[O-:18].[CH3:1][c:2]1[cH:3][cH:4][c:5]2[c:6]([cH:7][cH:8][o:9]2)[cH:10]1.[Cl:21][CH2:22][Cl:23].[Na+:19].[Na+:20]>>[c:2]1([OH:16])[cH:3][cH:4][c:5]2[c:6]([cH:7][cH:8][o:9]2)[cH:10]1. Starting materials: C(C1=CC=CC=C1)N1N=C(N=C1[C@@H](C(C)(C)C)NC(OC(C)(C)C)=O)C1=C(C=CC(=C1)F)F ((R)-tert-Butyl 1-(1-benzyl-3-(2,5-difluorophenyl)-1H-1,2,4-triazol-5-yl)-2,2-dimethylpropylcarbamate), C(=O)(C(F)(F)F)O (TFA). Solvent: C(Cl)Cl (CH2Cl2). Product: C(C1=CC=CC=C1)N1N=C(N=C1[C@@H](C(C)(C)C)N)C1=C(C=CC(=C1)F)F ((R)-1-(1-benzyl-3-(2,5-difluorophenyl)-1H-1,2,4-triazol-5-yl)-2,2-dimethylpropan-1-amine). Reaction SMILES: [CH2:1]([N:8]1[C:12]([C@H:13]([NH:18]C(=O)OC(C)(C)C)[C:14]([CH3:17])([CH3:16])[CH3:15])=[N:11][C:10]([C:26]2[CH:31]=[C:30]([F:32])[CH:29]=[CH:28][C:27]=2[F:33])=[N:9]1)[C:2]1[CH:7]=[CH:6][CH:5]=[CH:4][CH:3]=1.C(O)(C(F)(F)F)=O>C(Cl)Cl>[CH2:1]([N:8]1[C:12]([C@H:13]([NH2:18])[C:14]([CH3:17])([CH3:16])[CH3:15])=[N:11][C:10]([C:26]2[CH:31]=[C:30]([F:32])[CH:29]=[CH:28][C:27]=2[F:33])=[N:9]1)[C:2]1[CH:7]=[CH:6][CH:5]=[CH:4][CH:3]=1. Procedure: (R)-tert-Butyl 1-(1-benzyl-3-(2,5-difluorophenyl)-1H-1,2,4-triazol-5-yl)-2,2-dimethylpropylcarbamate (3.25 g, 7.13 mmol) was treated with TFA (10 mL) in CH2Cl2 (30 ml). Once the reaction was complete, the reaction was concentrated in vacuo and then partitioned between EtOAc and saturated aqueous NaHCO3 solution. The organics were separated, then washed with H2O, brine, then dried over Na2SO4, filtered, and evaporated under reduced pressure to give (R)-1-(1-benzyl-3-(2,5-difluorophenyl)-1H-1,2,4-... The reactants are C=COC(=O)N1CC(=O)C2=C(C1)NC1=C(C(=O)CCC1)C2c1ccc(F)c(Br)c1, CCO, Cl. Product: O=C1CCCC2=C1C(c1ccc(F)c(Br)c1)C1=C(CNCC1=O)N2, Cl. Reaction SMILES: [Br:1][c:2]1[cH:3][c:4]([CH:9]2[C:10]3=[C:11]([NH:12][C:13]4=[C:18]2[C:17](=[O:19])[CH2:16][N:15]([C:20]([O:21][CH:22]=[CH2:23])=[O:24])[CH2:14]4)[CH2:25][CH2:26][CH2:27][C:28]3=[O:29])[cH:5][cH:6][c:7]1[F:8].[CH2:31]([OH:32])[CH3:33].[ClH:30]>>[Br:1][c:2]1[cH:3][c:4]([CH:9]2[C:10]3=[C:11]([NH:12][C:13]4=[C:18]2[C:17](=[O:19])[CH2:16][NH:15][CH2:14]4)[CH2:25][CH2:26][CH2:27][C:28]3=[O:29])[cH:5][cH:6][c:7]1[F:8].[ClH:30]. Starting materials: BrC=1C=C(C(=O)OC)C=C(C1)C=O (methyl 3-bromo-5-formylbenzoate), CNC (dimethylamine), O1CCCC1 (tetrahydrofuran), C(C)(=O)O[BH-](OC(C)=O)OC(C)=O.[Na+] (sodium triacetoxyborohydride), C([O-])(O)=O.[Na+] (sodium bicarbonate). The solvent is C(Cl)Cl (methylene chloride). Reaction conditions: time 15 minute. Yields the product BrC=1C=C(C(=O)OC)C=C(C1)CN(C)C (methyl 3-bromo-5-[(dimethylamino)methyl]benzoate). RXN SMILES: [Br:1][C:2]1[CH:3]=[C:4]([CH:9]=[C:10]([CH:12]=O)[CH:11]=1)[C:5]([O:7][CH3:8])=[O:6].[CH3:14][NH:15][CH3:16].O1CCCC1.C(O[BH-](OC(=O)C)OC(=O)C)(=O)C.[Na+].C(=O)(O)[O-].[Na+]>C(Cl)Cl>[Br:1][C:2]1[CH:3]=[C:4]([CH:9]=[C:10]([CH2:12][N:15]([CH3:16])[CH3:14])[CH:11]=1)[C:5]([O:7][CH3:8])=[O:6] |f:3.4,5.6|. Procedure details: To a solution of methyl 3-bromo-5-formylbenzoate (1.8 g, 7.4 mmol, prepared as described in WO 2003048111 from dimethyl 5-bromoisophthalate, Alfa Aesar) in methylene chloride (20 mL) was added a solution of 2.0 M dimethylamine in tetrahydrofuran (7.4 mL, 15 mmol). This mixture was stirred for 15 minutes, followed by the addition of sodium triacetoxyborohydride (4.7 g, 22 mmol). The resulting mixture was stirred overnight. Saturated sodium bicarbonate solution was added and the product was extrac... Starting materials: FC1=CC=C(C=N1)C1(C(OC2=C1C(=C(C(=C2C)C)N2CCN(CC2)CC2=CC=CC=C2)C)(C)C)O (3-(6-fluoropyridine-3-yl)-5-(4-benzylpiperazin-1-yl)-2,2,4,6,7-pentamethyl-2,3-dihydro-1-benzofuran-3-ol). Solvent: CCCCCC (hexane). The product is C(C1=CC=CC=C1)N1CCN(CC1)C=1C(=C(C2=C(C(C(O2)(C)C)C=2C=NC(=CC2)F)C1C)C)C (4-benzyl-1-(3-(6-fluoropyridine-3-yl)-2,2,4,6,7-pentamethyl-2,3-dihydro-1-benzofuran-5-yl)piperazine). Isolated yield 78.0%. RXN SMILES: [F:1][C:2]1[N:7]=[CH:6][C:5]([C:8]2(O)[C:12]3[C:13]([CH3:32])=[C:14]([N:19]4[CH2:24][CH2:23][N:22]([CH2:25][C:26]5[CH:31]=[CH:30][CH:29]=[CH:28][CH:27]=5)[CH2:21][CH2:20]4)[C:15]([CH3:18])=[C:16]([CH3:17])[C:11]=3[O:10][C:9]2([CH3:34])[CH3:33])=[CH:4][CH:3]=1>CCCCCC>[CH2:25]([N:22]1[CH2:21][CH2:20][N:19]([C:14]2[C:15]([CH3:18])=[C:16]([CH3:17])[C:11]3[O:10][C:9]([CH3:34])([CH3:33])[CH:8]([C:5]4[CH:6]=[N:7][C:2]([F:1])=[CH:3][CH:4]=4)[C:12]=3[C:13]=2[CH3:32])[CH2:24][CH2:23]1)[C:26]1[CH:27]=[CH:28][CH:29]=[CH:30][CH:31]=1. Procedure: Using 3-(6-fluoropyridine-3-yl)-5-(4-benzylpiperazin-1-yl)-2,2,4,6,7-pentamethyl-2,3-dihydro-1-benzofuran-3-ol obtained in Example 125, the title compound was synthesized in the same manner as in Example 46. Yield 78%. mp. 76–79° C. (hexane). Reactants: C(C=C)OC(=O)N1[C@@H](C[C@@H](C1)SC1=C(N2C([C@@H]([C@H]2[C@H]1C)[C@@H](C)O)=O)C(=O)OCC=C)CCN1C=NC(=C1)C#N (allyl (4R,5S,6S)-3-[(2R,4S)-1-allyloxycarbonyl-2-{2-(4-cyanoimidazol-1-yl)ethyl}-pyrrolidin-4-yl]thio-6-[(1R)-1-hydroxyethyl]-4-methyl-7-oxo-1-azabicyclo[3.2.0]hept-2-ene-2-carboxylate), FC(S(=O)(=O)OC)(F)F (methyl trifluoromethanesulfonate). Reported procedure: To a solution of allyl (4R,5S,6S)-3-[(2R,4S)-1-allyloxycarbonyl-2-{2-(4-cyanoimidazol-1-yl)ethyl}-pyrrolidin-4-yl]thio-6-[(1R)-1-hydroxyethyl]-4-methyl-7-oxo-1-azabicyclo[3.2.0]hept-2-ene-2-carboxylate (7.56 g) in dichloromethane (110 ml) was added methyl trifluoromethanesulfonate (3.1 ml) at room temperature and the solution was stirred at the same temperature for 30 minutes. The solvent was evaporated to give allyl (4R,5S,6S)-3-[(2R,4S)-1-allyloxycarbonyl-2-{2-(4-cyano-3-methyl-1-imidazolio)et... Reaction SMILES: [CH2:1]([O:4][C:5]([N:7]1[CH2:11][C@@H:10]([S:12][C:13]2[C@H:19]([CH3:20])[C@H:18]3[N:15]([C:16](=[O:24])[C@@H:17]3[C@H:21]([OH:23])[CH3:22])[C:14]=2[C:25]([O:27][CH2:28][CH:29]=[CH2:30])=[O:26])[CH2:9][C@H:8]1[CH2:31][CH2:32][N:33]1[CH:37]=[C:36]([C:38]#[N:39])[N:35]=[CH:34]1)=[O:6])[CH:2]=[CH2:3].[F:40][C:41]([F:48])([F:47])[S:42]([O:45]C)(=[O:44])=[O:43]>ClCCl>[F:40][C:41]([F:48])([F:47])[S:42]([O-:45])(=[O:44])=[O:43].[CH2:1]([O:4][C:5]([N:7]1[CH2:11][C@@H:10]([S:12][C:13]2[C@H:19]([CH3:20])[C@H:18]3[N:15]([C:16](=[O:24])[C@@H:17]3[C@H:21]([OH:23])[CH3:22])[C:14]=2[C:25]([O:27][CH2:28][CH:29]=[CH2:30])=[O:26])[CH2:9][C@H:8]1[CH2:31][CH2:32][N+:33]1[CH:37]=[C:36]([C:38]#[N:39])[N:35]([CH3:41])[CH:34]=1)=[O:6])[CH:2]=[CH2:3] |f:3.4|. The solvent is ClCCl (dichloromethane). Reaction conditions: time 30 minute. The product is FC(S(=O)(=O)[O-])(F)F.C(C=C)OC(=O)N1[C@@H](C[C@@H](C1)SC1=C(N2C([C@@H]([C@H]2[C@H]1C)[C@@H](C)O)=O)C(=O)OCC=C)CC[N+]1=CN(C(=C1)C#N)C (allyl (4R,5S,6S)-3-[(2R,4S)-1-allyloxycarbonyl-2-{2-(4-cyano-3-methyl-1-imidazolio)ethyl}pyrrolidin-4-yl]thio-6-[(1R)-1-hydroxyethyl]-4-methyl-7-oxo-1-azabicyclo[3.2.0]hept-2-ene-2-carboxylate trifluoromethanesulfonate).